This data is from the Open Reaction Database (ORD), a public repository of structured organic reaction records. The task is: describe an organic reaction: reactants, conditions, products, and yield The reactants are C(C=C)N1C(=O)CCC2=C(C=CC=C12)OCC(CCl)O (1-allyl-5-(2-hydroxy-3-chloropropoxy)-3,4-dihydrocarbostyril), C(C1=CC=CC=C1)C1CCNCC1 (4-benzylpiperidine), CC(=O)C.C(C(=O)O)(=O)O (oxalic acid acetone), C(O)([O-])=O.[Na+] (sodium hydrogencarbonate). Solvent: CN(C=O)C (dimethylformamide), C(C)N(CC)CC (triethylamine), CC(=O)C (acetone). Run at time 5 hour. Yields the product C(C(=O)O)(=O)O.C(C=C)N1C(=O)CCC2=C(C=CC=C12)OCC(CN1CCC(CC1)CC1=CC=CC=C1)O (1-allyl-5-[2-hydroxy-(4-benzyl-1-piperidyl)propoxy]-3,4-dihydrocarbostyril monooxalate). The yield is 82.0%. RXN SMILES: [CH2:1]([N:4]1[C:14]2[C:9](=[C:10]([O:15][CH2:16][CH:17]([OH:20])[CH2:18]Cl)[CH:11]=[CH:12][CH:13]=2)[CH2:8][CH2:7][C:5]1=[O:6])[CH:2]=[CH2:3].[CH2:21]([CH:28]1[CH2:33][CH2:32][NH:31][CH2:30][CH2:29]1)[C:22]1[CH:27]=[CH:26][CH:25]=[CH:24][CH:23]=1.C(=O)([O-])O.[Na+].CC(C)=O.[C:43]([OH:48])(=[O:47])[C:44]([OH:46])=[O:45]>CC(C)=O.CN(C)C=O.C(N(CC)CC)C>[C:43]([OH:48])(=[O:47])[C:44]([OH:46])=[O:45].[CH2:1]([N:4]1[C:14]2[C:9](=[C:10]([O:15][CH2:16][CH:17]([OH:20])[CH2:18][N:31]3[CH2:32][CH2:33][CH:28]([CH2:21][C:22]4[CH:27]=[CH:26][CH:25]=[CH:24][CH:23]=4)[CH2:29][CH2:30]3)[CH:11]=[CH:12][CH:13]=2)[CH2:8][CH2:7][C:5]1=[O:6])[CH:2]=[CH2:3] |f:2.3,4.5,9.10|. Procedure details: 2.6 Grams of 1-allyl-5-(2-hydroxy-3-chloropropoxy)-3,4-dihydrocarbostyril, 1.5 g of triethylamine and 2.0 g of 4-benzylpiperidine were mixed with 30 ml of dimethylformamide and the mixture was stirred at 80°-90° C. for 5 hours. The reaction mixture was poured into 80 ml of a 5%-sodium hydrogencarbonate aqueous solution and the organic layer was extracted with chloroform, and the chloroform layer was washed with water and dried. Then the chloroform was removed by distillation and the residue thus... Starting materials: OC=1C=CC2=C(N=C(O2)N2CCC(CC2)OC[C@H](C)NC(OC(C)(C)C)=O)C1 (tert-butyl [(1S)-2-{[1-(5-hydroxy-1,3-benzoxazol-2-yl)piperidin-4-yl]oxy}-1-methylethyl]carbamate), BrCCC (1-bromopropane). Product: C[C@@H](COC1CCN(CC1)C=1OC2=C(N1)C=C(C=C2)OCCC)NC(OC(C)(C)C)=O (tert-butyl [(1S)-1-methyl-2-{[1-(5-propoxy-1,3-benzoxazol-2-yl)piperidin-4-yl]oxy}ethyl]carbamate). Reaction SMILES: [OH:1][C:2]1[CH:3]=[CH:4][C:5]2[O:9][C:8]([N:10]3[CH2:15][CH2:14][CH:13]([O:16][CH2:17][C@@H:18]([NH:20][C:21](=[O:27])[O:22][C:23]([CH3:26])([CH3:25])[CH3:24])[CH3:19])[CH2:12][CH2:11]3)=[N:7][C:6]=2[CH:28]=1.Br[CH2:30][CH2:31][CH3:32]>>[CH3:19][C@H:18]([NH:20][C:21](=[O:27])[O:22][C:23]([CH3:24])([CH3:26])[CH3:25])[CH2:17][O:16][CH:13]1[CH2:14][CH2:15][N:10]([C:8]2[O:9][C:5]3[CH:4]=[CH:3][C:2]([O:1][CH2:30][CH2:31][CH3:32])=[CH:28][C:6]=3[N:7]=2)[CH2:11][CH2:12]1. Reported procedure: By a method similar to Example 6, step A, and using tert-butyl [(1S)-2-{[1-(5-hydroxy-1,3-benzoxazol-2-yl)piperidin-4-yl]oxy}-1-methylethyl]carbamate (412 mg) and 1-bromopropane (0.282 mL), the title compound (367 mg) was obtained.